Dataset: the Open Reaction Database (ORD), a public repository of structured organic reaction records. Task: describe an organic reaction: reactants, conditions, products, and yield Starting materials: BrC=1C=C(C(=O)NC2=CC=C(C=C2)OC(F)(F)F)C=CC1N1C[C@@H]([C@H](C1)O)O (3-bromo-4-((3S,4S)-3,4-dihydroxypyrrolidin-1-yl)-N-(4-(trifluoromethoxy)phenyl)benzamide), N1=CC(=CC=C1)B(O)O (pyridin-3-ylboronic acid). Product: O[C@H]1CN(C[C@@H]1O)C1=C(C=C(C(=O)NC2=CC=C(C=C2)OC(F)(F)F)C=C1)C=1C=NC=CC1 (4-((3S,4S)-3,4-Dihydroxypyrrolidin-1-yl)-3-(pyridin-3-yl)-N-(4-(trifluoromethoxy)phenyl)benzamide). Reaction SMILES: Br[C:2]1[CH:3]=[C:4]([CH:19]=[CH:20][C:21]=1[N:22]1[CH2:26][C@H:25]([OH:27])[C@@H:24]([OH:28])[CH2:23]1)[C:5]([NH:7][C:8]1[CH:13]=[CH:12][C:11]([O:14][C:15]([F:18])([F:17])[F:16])=[CH:10][CH:9]=1)=[O:6].[N:29]1[CH:34]=[CH:33][CH:32]=[C:31](B(O)O)[CH:30]=1>>[OH:28][C@@H:24]1[C@@H:25]([OH:27])[CH2:26][N:22]([C:21]2[CH:20]=[CH:19][C:4]([C:5]([NH:7][C:8]3[CH:13]=[CH:12][C:11]([O:14][C:15]([F:18])([F:17])[F:16])=[CH:10][CH:9]=3)=[O:6])=[CH:3][C:2]=2[C:31]2[CH:30]=[N:29][CH:34]=[CH:33][CH:32]=2)[CH2:23]1. Procedure details: The title compound was prepared in an analogous fashion to that described in Example 7 using 3-bromo-4-((3S,4S)-3,4-dihydroxypyrrolidin-1-yl)-N-(4-(trifluoromethoxy)phenyl)benzamide (Stage 7.1) and pyridin-3-ylboronic acid to afford a yellow solid. UPLC-MS (condition 1) tR=1.67 min, m/z=460.0 [M+H]+, m/z=458.0 [M−H]−; 1H-NMR (400 MHz, DMSO-d6) δ ppm 2.73 (d, J=10.76 Hz, 2H) 3.24 (dd, J=10.51, 3.67 Hz, 2H) 3.85 (d, J=2.20 Hz, 2H) 5.03 (br. s, 2H) 6.92 (d, J=8.80 Hz, 1H) 7.33 (d, J=8.31 Hz, 2H) 7.... Starting materials: C(=O)C1=CC=C(OCCC2=CC=C(C=C2)NC(OC(C)(C)C)=O)C=C1 (tert-butyl N-{4-[2-(4-formylphenoxy)ethyl]phenyl}carbamate), Cl (hydrochloric acid). The solvent is C(C)(=O)OCC (ethyl acetate). The product is NC1=CC=C(C=C1)CCOC1=CC=C(C=O)C=C1 (4-[2-(4-aminophenyl)ethoxy]benzaldehyde). Yield: 141.9%. As a reaction SMILES: [CH:1]([C:3]1[CH:25]=[CH:24][C:6]([O:7][CH2:8][CH2:9][C:10]2[CH:15]=[CH:14][C:13]([NH:16]C(=O)OC(C)(C)C)=[CH:12][CH:11]=2)=[CH:5][CH:4]=1)=[O:2].Cl>C(OCC)(=O)C>[NH2:16][C:13]1[CH:14]=[CH:15][C:10]([CH2:9][CH2:8][O:7][C:6]2[CH:5]=[CH:4][C:3]([CH:1]=[O:2])=[CH:25][CH:24]=2)=[CH:11][CH:12]=1. Procedure details: 5 g (14.6 mmole) tert-butyl N-{4-[2-(4-formylphenoxy)ethyl]phenyl}carbamate was deprotected in ethyl acetate saturated with hydrochloric acid at room temperature over night. The product precipitated and filtration yielded 5 g (100%) of 4-[2-(4-aminophenyl)ethoxy]benzaldehyde x HCl. The product contained some solvent, but was used without further purification. The reactants are O1C(CCCC1)O[C@@H]1CC2=CC[C@H]3[C@@H]4CC[C@H]([C@@H](CCCO)C)[C@]4(CC[C@@H]3[C@]2(CC1)C)C (3β-Tetrahydropyranyloxychol-5-en-24-ol), [Si](C)(C)(C(C)(C)C)Cl (t-butyldimethylsilylchloride), N1C=NC=C1 (imidazole), resultant solution, C(=O)(O)[O-].[Na+] (NaHCO3). The solvent is C(Cl)Cl (CH2Cl2). Product: [Si](C)(C)(C(C)(C)C)OCCC[C@@H](C)[C@H]1CC[C@H]2[C@@H]3CC=C4C[C@H](CC[C@]4(C)[C@H]3CC[C@]12C)OC1OCCCC1 (24-t-Butyldimethylsilyloxy-3β-tetrahydropyranyloxychol-5-ene). RXN SMILES: [O:1]1[CH2:6][CH2:5][CH2:4][CH2:3][CH:2]1[O:7][C@H:8]1[CH2:30][CH2:29][C@@:28]2([CH3:31])[C:10](=[CH:11][CH2:12][C@@H:13]3[C@@H:27]2[CH2:26][CH2:25][C@@:24]2([CH3:32])[C@H:14]3[CH2:15][CH2:16][C@@H:17]2[C@H:18]([CH3:23])[CH2:19][CH2:20][CH2:21][OH:22])[CH2:9]1.[Si:33](Cl)([C:36]([CH3:39])([CH3:38])[CH3:37])([CH3:35])[CH3:34].N1C=CN=C1.C([O-])(O)=O.[Na+]>C(Cl)Cl>[Si:33]([O:22][CH2:21][CH2:20][CH2:19][C@H:18]([C@@H:17]1[C@:24]2([CH3:32])[C@H:14]([C@H:13]3[C@H:27]([CH2:26][CH2:25]2)[C@:28]2([CH3:31])[C:10]([CH2:9][C@@H:8]([O:7][CH:2]4[CH2:3][CH2:4][CH2:5][CH2:6][O:1]4)[CH2:30][CH2:29]2)=[CH:11][CH2:12]3)[CH2:15][CH2:16]1)[CH3:23])([C:36]([CH3:39])([CH3:38])[CH3:37])([CH3:35])[CH3:34] |f:3.4|. Procedure details: Compound 2002 (7.6 g, 17 mmol) in dry CH2Cl2 (300 ml) was treated with a solution of t-butyldimethylsilylchloride (TBDMSCl, 1.0M) and imidazole (0.5M) in dry CH2CO2 (38.0 ml, 38.0 mmol TBDMSCl). The solution was stirred at room temperature under argon overnight. The resultant solution was poured into an aqueous saturated NaHCO3 solution and the mixture extracted with CH2CO2 (3x). The combined organic layers were washed with saturated sodium chloride, dried over anhydrous MgSO4, filtered, and the... The yield is 98.0%. Reaction conditions: time 8 hour.